From a dataset of the Open Reaction Database (ORD), a public repository of structured organic reaction records. describe an organic reaction: reactants, conditions, products, and yield The reactants are COCCCN1C(COC2=C1C=C(C=C2)[N+](=O)[O-])=O (4-(3-methoxypropyl)-6-nitro-4H-benzo[1,4]oxazin-3-one), Cl (HCl). The reagents and catalysts are [Fe] (Fe). Solvent: [OH-].[Na+] (NaOH). Reaction conditions: temperature 70 celsius, time 15 hour. Product: NC=1C=CC2=C(N(C(CO2)=O)CCCOC)C1 (6-amino-4-(3-methoxypropyl)-4H-benzo[1,4]oxazin-3-one). As a reaction SMILES: [CH3:1][O:2][CH2:3][CH2:4][CH2:5][N:6]1[C:11]2[CH:12]=[C:13]([N+:16]([O-])=O)[CH:14]=[CH:15][C:10]=2[O:9][CH2:8][C:7]1=[O:19].Cl>[Fe].[OH-].[Na+]>[NH2:16][C:13]1[CH:14]=[CH:15][C:10]2[O:9][CH2:8][C:7](=[O:19])[N:6]([CH2:5][CH2:4][CH2:3][O:2][CH3:1])[C:11]=2[CH:12]=1 |f:3.4|. Procedure: At room temperature, an ethanolic solution (1100 mL) of 4-(3-methoxypropyl)-6-nitro-4H-benzo[1,4]oxazin-3-one (91.0 g, 0.34 mol) is treated with 6N HCl (170 mL, 1.02 mol of HCl) and powdered Fe (57.0 g, 1.02 mol), heated to 70° C., stirred for 15 h, cooled to 0° C., treated with 6N NaOH (250 mL), and filtered on a celite pad. The filtrate is diluted with CH2Cl2 (1000 mL), and the aq. layer is separated. The org. layer is washed with brine (2×300 mL), dried (Na2SO4), and evaporated to give 6-amin... Reactants: CC(C)(C)OC(=O)NC1CCC(CNc2nc(NCC(=O)N3CCCCC3)ncc2[N+](=O)[O-])CC1, O=C([O-])[O-], ClCCl, O=C(O)C(F)(F)F, [Na+], [Na+]. Product: NC1CCC(CNc2nc(NCC(=O)N3CCCCC3)ncc2[N+](=O)[O-])CC1. As a reaction SMILES: [C:1]([O:2][C:3](=[O:4])[NH:7][CH:8]1[CH2:9][CH2:10][CH:11]([CH2:14][NH:15][c:16]2[n:17][c:18]([NH:25][CH2:26][C:27]([N:28]3[CH2:29][CH2:30][CH2:31][CH2:32][CH2:33]3)=[O:34])[n:19][cH:20][c:21]2[N+:22](=[O:23])[O-:24])[CH2:12][CH2:13]1)([CH3:5])([CH3:6])[CH3:35].[C:43](=[O:44])([O-:45])[O-:46].[Cl:49][CH2:50][Cl:51].[F:36][C:37]([F:38])([F:39])[C:40]([OH:41])=[O:42].[Na+:47].[Na+:48]>>[NH2:7][CH:8]1[CH2:9][CH2:10][CH:11]([CH2:14][NH:15][c:16]2[n:17][c:18]([NH:25][CH2:26][C:27]([N:28]3[CH2:29][CH2:30][CH2:31][CH2:32][CH2:33]3)=[O:34])[n:19][cH:20][c:21]2[N+:22](=[O:23])[O-:24])[CH2:12][CH2:13]1.